Dataset: the Open Reaction Database (ORD), a public repository of structured organic reaction records. Task: describe an organic reaction: reactants, conditions, products, and yield Starting materials: CCO, [H][H], CCOC(=O)Cc1ncccc1[N+](=O)[O-]. Yields the product CCOC(=O)Cc1ncccc1N. Reaction SMILES: [CH3:18][CH2:19][OH:20].[H:16][H:17].[N+:1]([O-:2])(=[O:3])[c:4]1[c:5]([CH2:10][C:11](=[O:12])[O:13][CH2:14][CH3:15])[n:6][cH:7][cH:8][cH:9]1>>[NH2:1][c:4]1[c:5]([CH2:10][C:11](=[O:12])[O:13][CH2:14][CH3:15])[n:6][cH:7][cH:8][cH:9]1. The reactants are [N+](=O)([O-])C1=C(C#N)C(=CC=C1)OCCN1C(CCC1)=O (2-nitro-6-(2-(2-oxopyrrolidin-1-yl)ethoxy)benzonitrile). Run in C(C(F)(F)F)O.FC(C(C(F)(F)F)O)(F)F (trifluoroethanol hexafluoroisopropanol). The product is NC1=C(C#N)C(=CC=C1)OCCN1C(CCC1)=O (2-amino-6-(2-(2-oxopyrrolidin-1-yl)ethoxy)benzonitrile). Yield: 100.0%. RXN SMILES: [N+:1]([C:4]1[CH:11]=[CH:10][CH:9]=[C:8]([O:12][CH2:13][CH2:14][N:15]2[CH2:19][CH2:18][CH2:17][C:16]2=[O:20])[C:5]=1[C:6]#[N:7])([O-])=O>C(O)C(F)(F)F.FC(F)(F)C(O)C(F)(F)F>[NH2:1][C:4]1[CH:11]=[CH:10][CH:9]=[C:8]([O:12][CH2:13][CH2:14][N:15]2[CH2:19][CH2:18][CH2:17][C:16]2=[O:20])[C:5]=1[C:6]#[N:7] |f:1.2|. Reported procedure: Prepared as in example 254b from 2-nitro-6-(2-(2-oxopyrrolidin-1-yl)ethoxy)benzonitrile (Example 257c) using trifluoroethanol/hexafluoroisopropanol (1:1) as solvent in 100% yield MS 246 (MH+). The reactants are N1(CCNCC1)NC(=O)OC(C)(C)C (N-(1-piperazinyl)-tert-butoxycarboxamide), C(C)(=O)OC(C)=O (acetic anhydride), N1=CC=CC=C1 (pyridine). Run in ClCCl (dichloromethane). Conditions: time 1 hour. Product: C(C)(=O)N1CCN(CC1)NC(=O)OC(C)(C)C (N-(4-acetyl-1-piperazinyl)-tert-butoxycarboxamide). Reaction SMILES: [N:1]1([NH:7][C:8]([O:10][C:11]([CH3:14])([CH3:13])[CH3:12])=[O:9])[CH2:6][CH2:5][NH:4][CH2:3][CH2:2]1.[C:15](OC(=O)C)(=[O:17])[CH3:16].N1C=CC=CC=1>ClCCl>[C:15]([N:4]1[CH2:3][CH2:2][N:1]([NH:7][C:8]([O:10][C:11]([CH3:14])([CH3:13])[CH3:12])=[O:9])[CH2:6][CH2:5]1)(=[O:17])[CH3:16]. Procedure details: To a solution of N-(1-piperazinyl)-tert-butoxycarboxamide (15 g) in dichloromethane (200 ml) was added acetic anhydride (7.74 ml) and pyridine (6.63 ml). The mixture was stirred at ambient temperature for 1 hour. The solution was washed with saturated aqueous solution of sodium hydrogen carbonate and brine. The organic layer was collected, dried over magnesium sulfate, and concentrated. The residue was triturated with n-hexane to give N-(4-acetyl-1-piperazinyl)-tert-butoxycarboxamide (16.4 g). The reactants are COP(=S)(N=C(N(C)C)SCC)OC (N'-(dimethoxyphosphinothioyl)-N,N-dimethylcarbamimidothioic acid, ethyl ester), CI (methyl iodide), CI (methyl iodide). The solvent is CO (methanol). Reaction conditions: time 6 hour. Product: COP(=O)(N=C(N(C)C)SCC)SC (N'-(methoxy(methylthio)phosphinyl)-N,N-dimethylcarbamimidothioic acid, ethyl ester). The yield is 263.6%. RXN SMILES: [CH3:1][O:2][P:3]([O:13]C)([N:5]=[C:6]([S:10][CH2:11][CH3:12])[N:7]([CH3:9])[CH3:8])=[S:4].[CH3:15]I>CO>[CH3:1][O:2][P:3]([S:13][CH3:15])([N:5]=[C:6]([S:10][CH2:11][CH3:12])[N:7]([CH3:9])[CH3:8])=[O:4]. Procedure: A mixture of 36.8 g of N'-(dimethoxyphosphinothioyl)-N,N-dimethylcarbamimidothioic acid, ethyl ester, 120 ml of methanol and 5.0 g of methyl iodide was heated under reflux for 18 hours, then another 5.0 g of methyl iodide was added and heating under reflux was continued for 6 hours. The mixture was concentrated under vacuum, the residue dissolved in methylene chloride, the methylene chloride solution washed once with water and dried over anhydrous magnesium sulfate. The solvent was removed in a ... Reactants: CC(=O)O, [Cl-], O=C(O)c1cccc(S(=O)(=O)Cl)c1, I, [Na+], O, P. Yields the product O=C(O)c1cccc(S)c1. Reaction SMILES: [CH3:18][C:19](=[O:20])[OH:21].[Cl-:17].[Cl:1][S:2](=[O:3])(=[O:4])[c:5]1[cH:6][c:7]([C:8](=[O:9])[OH:10])[cH:11][cH:12][cH:13]1.[I:15].[Na+:16].[OH2:22].[P:14]>>[SH:2][c:5]1[cH:6][c:7]([C:8](=[O:9])[OH:10])[cH:11][cH:12][cH:13]1.